The task is: describe an organic reaction: reactants, conditions, products, and yield. This data is from the Open Reaction Database (ORD), a public repository of structured organic reaction records. The reactants are [Br-], ClCCl, Clc1ccccc1Cl, CS(=O)(=O)c1ccc(-c2cc(=O)[nH]c(C(F)(F)F)c2-c2ccc(F)cc2)cc1, [K+], O, BrP(Br)(Br)(Br)Br. The product is CS(=O)(=O)c1ccc(-c2cc(Br)nc(C(F)(F)F)c2-c2ccc(F)cc2)cc1. RXN SMILES: [Br-:36].[CH2:45]([Cl:46])[Cl:47].[Cl:37][c:38]1[c:39]([Cl:40])[cH:41][cH:42][cH:43][cH:44]1.[F:1][c:2]1[cH:3][cH:4][c:5](-[c:8]2[c:9](-[c:19]3[cH:20][cH:21][c:22]([S:25](=[O:26])(=[O:27])[CH3:28])[cH:23][cH:24]3)[cH:10][c:11](=[O:18])[nH:12][c:13]2[C:14]([F:15])([F:16])[F:17])[cH:6][cH:7]1.[K+:35].[OH2:48].[P:29]([Br:30])([Br:31])([Br:32])([Br:33])[Br:34]>>[F:1][c:2]1[cH:3][cH:4][c:5](-[c:8]2[c:9](-[c:19]3[cH:20][cH:21][c:22]([S:25](=[O:26])(=[O:27])[CH3:28])[cH:23][cH:24]3)[cH:10][c:11]([Br:30])[n:12][c:13]2[C:14]([F:15])([F:16])[F:17])[cH:6][cH:7]1.